From a dataset of the Open Reaction Database (ORD), a public repository of structured organic reaction records. describe an organic reaction: reactants, conditions, products, and yield The reactants are ClC(C#N)CC(C=O)(Cl)Cl (2,4,4-trichloro-4-formyl-butyronitrile), ClC(C#N)CC(C=O)(Cl)Cl (2,4,4-trichloro-4-formylbutyronitrile), Cl (hydrogen chloride). Yields the product ClC1=NC=C(C=C1Cl)Cl (2,3,5-trichloropyridine). Reaction SMILES: [Cl:1][CH:2]([CH2:5][C:6]([Cl:10])(Cl)[CH:7]=O)[C:3]#[N:4].[ClH:11]>>[Cl:11][C:7]1[C:6]([Cl:10])=[CH:5][C:2]([Cl:1])=[CH:3][N:4]=1. Procedure details: The 2,4,4-trichloro-4-formyl-butyronitrile (17.3 g) obtained according to (a) is heated, as a weak stream of hydrogen chloride is being introduced, at 80°-85° C. for 24 hours. The entire reaction mixture is subsequently distilled with steam. The yield is 10.0 g (72% of theory) of 2,3,5-trichloropyridine in the form of white crystals, m.p. 49°-50° C.